Dataset: the Open Reaction Database (ORD), a public repository of structured organic reaction records. Task: describe an organic reaction: reactants, conditions, products, and yield Reactants: COS(=O)(=O)OC, CCC=C(C)C(O)CCCCC, Cc1ccccc1, CCCCCC, CCO, [H-], [Na+], [Na+], [OH-]. Yields the product CCC=C(C)C(CCCCC)OC. Reaction SMILES: [CH3:15][O:16][S:17]([O:18][CH3:19])(=[O:20])=[O:21].[CH3:1][C:2](=[CH:3][CH2:4][CH3:5])[CH:6]([CH2:7][CH2:8][CH2:9][CH2:10][CH3:11])[OH:12].[CH3:24][c:25]1[cH:26][cH:27][cH:28][cH:29][cH:30]1.[CH3:31][CH2:32][CH2:33][CH2:34][CH2:35][CH3:36].[CH3:37][CH2:38][OH:39].[H-:13].[Na+:14].[Na+:23].[OH-:22]>>[CH3:1][C:2](=[CH:3][CH2:4][CH3:5])[CH:6]([CH2:7][CH2:8][CH2:9][CH2:10][CH3:11])[O:12][CH3:15]. Reaction SMILES: [Br:1][CH:2]([CH2:3][CH2:4][CH2:5][CH2:6][C:7](=[O:8])[O:9][CH3:10])[CH:11]([c:12]1[cH:13][n:14][cH:15][cH:16][cH:17]1)[OH:18].[CH2:21]1[O:22][CH2:23][CH2:24][CH2:25]1.[CH3:26][CH2:27][O:28][C:29](=[O:30])[CH3:31].[H-:19].[Na+:20]>>[CH:2]1([CH2:3][CH2:4][CH2:5][CH2:6][C:7](=[O:8])[O:9][CH3:10])[CH:11]([c:12]2[cH:13][n:14][cH:15][cH:16][cH:17]2)[O:18]1. Reactants: COC(=O)CCCCC(Br)C(O)c1cccnc1, C1CCOC1, CCOC(C)=O, [H-], [Na+]. The product is COC(=O)CCCCC1OC1c1cccnc1. Starting materials: C(N)(=O)C1=C(C=C(N=N1)N[C@H]1[C@H](CCCC1)NC(OC(C)(C)C)=O)NC1=CC=C2C(=N1)CCC2 (tert-butyl (1S,2R)-2-(6-carbamoyl-5-(6,7-dihydro-5H-cyclopenta[b]pyridin-2-ylamino)pyridazin-3-ylamino)cyclohexylcarbamate), C(=O)(C(F)(F)F)O (TFA). The solvent is C(Cl)Cl (CH2Cl2). Conditions: time 18 hour. The product is [NH4+].[OH-] (NH4OH), N[C@@H]1[C@@H](CCCC1)NC1=CC(=C(N=N1)C(=O)N)NC1=CC=C2C(=N1)CCC2 (6-((1R,2S)-2-aminocyclohexylamino)-4-(6,7-dihydro-5H-cyclopenta[b]pyridin-2-ylamino)pyridazine-3-carboxamide). Isolated yield 45.8%. RXN SMILES: [C:1]([C:4]1[N:9]=[N:8][C:7]([NH:10][C@@H:11]2[CH2:16][CH2:15][CH2:14][CH2:13][C@@H:12]2[NH:17]C(=O)OC(C)(C)C)=[CH:6][C:5]=1[NH:25][C:26]1[N:31]=[C:30]2[CH2:32][CH2:33][CH2:34][C:29]2=[CH:28][CH:27]=1)(=[O:3])[NH2:2].C(O)(C(F)(F)F)=O>C(Cl)Cl>[NH4+:2].[OH-:3].[NH2:17][C@H:12]1[CH2:13][CH2:14][CH2:15][CH2:16][C@H:11]1[NH:10][C:7]1[N:8]=[N:9][C:4]([C:1]([NH2:2])=[O:3])=[C:5]([NH:25][C:26]2[N:31]=[C:30]3[CH2:32][CH2:33][CH2:34][C:29]3=[CH:28][CH:27]=2)[CH:6]=1 |f:3.4|. Reported procedure: A solution of tert-butyl (1S,2R)-2-(6-carbamoyl-5-(6,7-dihydro-5H-cyclopenta[b]pyridin-2-ylamino)pyridazin-3-ylamino)cyclohexylcarbamate (444 mg, 950 μmol) in CH2Cl2 (5 mL) was treated with TFA (4.08 g, 2.76 mL, 35.8 mmol) and the mixture stirred at room temperature for 18 h. The solvents were evaporated and the residue purified by flash chromatography (spherical silica 20-45 μM, 80 g, Versaflash Supelco) eluting with 0 to 5% of a 9:1 MeOH:NH4OH solution in CH2Cl2, 15 min) to give 6-((1R,2S)-2-a... Reaction SMILES: [Cl:1][C:2]1[CH:7]=[CH:6][C:5]([C:8]([N:16]2[C:24]3[C:19](=[C:20]([N:25](COCC[Si](C)(C)C)[S:26]([CH3:29])(=[O:28])=[O:27])[CH:21]=[CH:22][CH:23]=3)[CH:18]=[N:17]2)([CH:11]2[CH2:13][CH:12]2[C:14]#[N:15])[CH2:9][CH3:10])=[CH:4][CH:3]=1>Cl.CCO>[Cl:1][C:2]1[CH:7]=[CH:6][C:5]([C:8]([N:16]2[C:24]3[C:19](=[C:20]([NH:25][S:26]([CH3:29])(=[O:28])=[O:27])[CH:21]=[CH:22][CH:23]=3)[CH:18]=[N:17]2)([CH:11]2[CH2:13][CH:12]2[C:14]#[N:15])[CH2:9][CH3:10])=[CH:4][CH:3]=1 |f:1.2|. Procedure: A mixture of N-(1-(1-(4-chlorophenyl)-1-(2-cyanocyclopropyl)propyl)-1H-indazol-4-yl)-N-((2-(trimethylsilyl)ethoxy)methyl)methanesulfonamide (14 mg) in 2 N HCl/EtOH (1 mL/1 mL) was stirred at 50° C. for 3 h, cooled to room temperature, concentrated, and extracted with ethyl acetate (10 mL). The organic layers were combined, dried over anhydrous sodium sulfate, and concentrated in vacuo. The residue was purified using a silica gel column (PE/EA=3/1) to afford the title compound as a brown solid. L... The reactants are ClC1=CC=C(C=C1)C(CC)(C1C(C1)C#N)N1N=CC2=C(C=CC=C12)N(S(=O)(=O)C)COCC[Si](C)(C)C (N-(1-(1-(4-chlorophenyl)-1-(2-cyanocyclopropyl)propyl)-1H-indazol-4-yl)-N-((2-(trimethylsilyl)ethoxy)methyl)methanesulfonamide). Solvent: Cl.CCO (HCl EtOH). Yields the product ClC1=CC=C(C=C1)C(CC)(C1C(C1)C#N)N1N=CC2=C(C=CC=C12)NS(=O)(=O)C (N-(1-(1-(4-chlorophenyl)-1-(2-cyanocyclopropyl)propyl)-1H-indazol-4-yl)methane sulfonamide). Conditions: temperature 50 celsius, time 3 hour. As a reaction SMILES: [CH3:27][c:28]1[cH:29][cH:30][cH:31][cH:32][cH:33]1.[F:16][c:17]1[cH:18][c:19]([CH:20]=[O:21])[cH:22][cH:23][c:24]1[O:25][CH3:26].[NH2:1][c:2]1[cH:3][cH:4][c:5]([S:8](=[O:9])(=[O:10])[NH:11][C:12]([CH3:13])([CH3:14])[CH3:15])[cH:6][cH:7]1>>[N:1]([c:2]1[cH:3][cH:4][c:5]([S:8](=[O:9])(=[O:10])[NH:11][C:12]([CH3:13])([CH3:14])[CH3:15])[cH:6][cH:7]1)=[CH:20][c:19]1[cH:18][c:17]([F:16])[c:24]([O:25][CH3:26])[cH:23][cH:22]1. Reactants: Cc1ccccc1, COc1ccc(C=O)cc1F, CC(C)(C)NS(=O)(=O)c1ccc(N)cc1. The product is COc1ccc(C=Nc2ccc(S(=O)(=O)NC(C)(C)C)cc2)cc1F.